From a dataset of the Open Reaction Database (ORD), a public repository of structured organic reaction records. describe an organic reaction: reactants, conditions, products, and yield Starting materials: C(C)C=1C(=C(C(=O)OC)C(=CC1)NS(=O)(=O)C1=C(C=C(C=C1)F)CCCCO)OC (methyl 3-ethyl-6-({[4-fluoro-2-(4-hydroxybutyl)phenyl]sulfonyl}amino)-2-methoxybenzoate), CS(=O)(=O)Cl (methanesulfonyl chloride), N1=CC=CC=C1 (pyridine). The solvent is ClCCl (dichloromethane), ClCCl (Dichloromethane). The product is C(C)C=1C(=C(C(=O)OC)C(=CC1)NS(=O)(=O)C1=C(C=C(C=C1)F)CCCCOS(=O)(=O)C)OC (methyl 3-ethyl-6-{[(4-fluoro-2-{4-[(methylsulfonyl)oxyl]butyl}phenyl)sulfonyl]amino}-2-methoxybenzoate). Isolated yield 96.6%. RXN SMILES: [CH2:1]([C:3]1[C:4]([O:29][CH3:30])=[C:5]([C:10]([NH:13][S:14]([C:17]2[CH:22]=[CH:21][C:20]([F:23])=[CH:19][C:18]=2[CH2:24][CH2:25][CH2:26][CH2:27][OH:28])(=[O:16])=[O:15])=[CH:11][CH:12]=1)[C:6]([O:8][CH3:9])=[O:7])[CH3:2].[CH3:31][S:32](Cl)(=[O:34])=[O:33].N1C=CC=CC=1>ClCCl>[CH2:1]([C:3]1[C:4]([O:29][CH3:30])=[C:5]([C:10]([NH:13][S:14]([C:17]2[CH:22]=[CH:21][C:20]([F:23])=[CH:19][C:18]=2[CH2:24][CH2:25][CH2:26][CH2:27][O:28][S:32]([CH3:31])(=[O:34])=[O:33])(=[O:16])=[O:15])=[CH:11][CH:12]=1)[C:6]([O:8][CH3:9])=[O:7])[CH3:2]. Reported procedure: A solution of Example 615C (288 mg, 0.66 mmol), methanesulfonyl chloride (188 mg, 1.64 mmol) and pyridine (104 mg, 1.32 mmol) in dichloromethane (5 mL) was stirred at ambient temperature overnight. Dichloromethane (20 mL) was added and the solution was washed with 1N HCl (2×10 mL) and brine (2×10 mL). The solution was then dried (MgSO4), filtered, and concentrated to provide the desired product (0.33 g, 97%). The reactants are NC1=CC(=C(C(=C1)C)NC(CC1CCCC1)=O)Cl (N-(4-Amino-2-chloro-6-methyl-phenyl)-2-cyclopentyl-acetamide), ClCCOCCCl (bis-(2-chloroethyl)ether), [I-].[K+] (potassium iodide). Run in C(C)O (ethanol). Conditions: temperature 170 celsius. Yields the product ClC1=C(C(=CC(=C1)N1CCOCC1)C)NC(CC1CCCC1)=O (N-(2-Chloro-6-methyl-4-morpholin-4-yl-phenyl)-2-cyclopentyl-acetamide). Isolated yield 41.0%. RXN SMILES: [NH2:1][C:2]1[CH:7]=[C:6]([CH3:8])[C:5]([NH:9][C:10](=[O:17])[CH2:11][CH:12]2[CH2:16][CH2:15][CH2:14][CH2:13]2)=[C:4]([Cl:18])[CH:3]=1.Cl[CH2:20][CH2:21][O:22][CH2:23][CH2:24]Cl.[I-].[K+]>C(O)C>[Cl:18][C:4]1[CH:3]=[C:2]([N:1]2[CH2:24][CH2:23][O:22][CH2:21][CH2:20]2)[CH:7]=[C:6]([CH3:8])[C:5]=1[NH:9][C:10](=[O:17])[CH2:11][CH:12]1[CH2:13][CH2:14][CH2:15][CH2:16]1 |f:2.3|. Procedure details: N-(4-Amino-2-chloro-6-methyl-phenyl)-2-cyclopentyl-acetamide (830 mg), bis-(2-chloroethyl)ether (3.35 mL) and potassium iodide (470 mg) were mixed in absolute ethanol (33 mL) and heated to 170° C. for 1 hour in a sealed microwave process vial. The crude mixture was concentrated in mow and purified by flash chromatography to furnish 390 mg (41%) of the title compound as a white solid. LC-MS (m/z) 337 (MH+); tR=2.61, (UV, ELSD) 97%, 99%. 1H NMR (500 MHz, DMSO-d6): 1.22 (m, 2H), 1.51 (m, 2H), 1.61 ...